Dataset: the Open Reaction Database (ORD), a public repository of structured organic reaction records. Task: describe an organic reaction: reactants, conditions, products, and yield The reactants are NC1=C(OC[C@@H](C(=O)O)NC(=O)OC(C)(C)C)C(=CC=C1)C(F)(F)F ((S)-3-(2-amino-6-(trifluoromethyl)phenoxy)-2-(tert-butoxycarbonylamino)propanoic acid), CCN=C=NCCCN(C)C (EDCI). Solvent: CN(C)C=O (DMF), CCOC(=O)C (EtOAc). Product: O=C1NC2=C(OC[C@@H]1NC(OC(C)(C)C)=O)C(=CC=C2)C(F)(F)F ((S)-tert-Butyl 4-oxo-9-(trifluoromethyl)-2,3,4,5-tetrahydrobenzo[b][1,4]oxazepin-3-ylcarbamate). Yield: 88.9%. As a reaction SMILES: [NH2:1][C:2]1[CH:21]=[CH:20][CH:19]=[C:18]([C:22]([F:25])([F:24])[F:23])[C:3]=1[O:4][CH2:5][C@H:6]([NH:10][C:11]([O:13][C:14]([CH3:17])([CH3:16])[CH3:15])=[O:12])[C:7](O)=[O:8].CCN=C=NCCCN(C)C>CN(C=O)C.CCOC(C)=O>[O:8]=[C:7]1[C@@H:6]([NH:10][C:11](=[O:12])[O:13][C:14]([CH3:17])([CH3:16])[CH3:15])[CH2:5][O:4][C:3]2[C:18]([C:22]([F:25])([F:24])[F:23])=[CH:19][CH:20]=[CH:21][C:2]=2[NH:1]1. Procedure: A solution of (S)-3-(2-amino-6-(trifluoromethyl)phenoxy)-2-(tert-butoxycarbonylamino)propanoic acid (1.23 g, 3.38 mmol) and EDCI (803 mg, 4.19 mmol) in DMF (25 mL) was stirred at RT for 6 h, diluted with EtOAc and washed with H2O. The combined aqueous washes were extracted with EtOAc and the combined organic solutions were dried over MgSO4, filtered. The filtrate was concentrated to give a residue that was purified by silica gel chromatography to afford the title compound (1.04 g, 89%) as a ligh... Product: CC(C)(C)OC(=O)C(C)(C)Oc1ccc(CC#N)cc1. Reaction SMILES: [Br:22][C:23]([C:24](=[O:25])[O:26][C:27]([CH3:28])([CH3:29])[CH3:30])([CH3:31])[CH3:32].[C:11](=[O:12])([O-:13])[O-:14].[CH3:17][N:18]([CH3:19])[CH:20]=[O:21].[CH3:33][CH2:34][O:35][C:36](=[O:37])[CH3:38].[K+:15].[K+:16].[OH:1][c:2]1[cH:3][cH:4][c:5]([CH2:8][C:9]#[N:10])[cH:6][cH:7]1>>[O:1]([c:2]1[cH:3][cH:4][c:5]([CH2:8][C:9]#[N:10])[cH:6][cH:7]1)[C:23]([C:24](=[O:25])[O:26][C:27]([CH3:28])([CH3:29])[CH3:30])([CH3:31])[CH3:32]. The reactants are CC(C)(C)OC(=O)C(C)(C)Br, O=C([O-])[O-], CN(C)C=O, CCOC(C)=O, [K+], [K+], N#CCc1ccc(O)cc1. Reactants: CO, Cl, [Li+], [OH-], COC(=O)c1ncc2cccnc2c1O. The product is O=C(O)c1ncc2cccnc2c1O. Reaction SMILES: [CH3:19][OH:20].[ClH:18].[Li+:16].[OH-:17].[OH:1][c:2]1[c:3]([C:12](=[O:13])[O:14][CH3:15])[n:4][cH:5][c:6]2[cH:7][cH:8][cH:9][n:10][c:11]12>>[OH:1][c:2]1[c:3]([C:12](=[O:13])[OH:14])[n:4][cH:5][c:6]2[cH:7][cH:8][cH:9][n:10][c:11]12. Reactants: ice, Cl (HCl), C(CCC)OB(OCCCC)OCCCC (tri-n-butylborate), [H-].[Na+] (sodium hydride), C(C)(C)(C)[Li] (tert-butyllithium), BrC1=CC=C2C=CNC2=C1 (6-bromoindole). Solvent: O1CCCC1 (tetrahydrofuran). Conditions: temperature 0 celsius, time 15 minute. The product is N1C=CC2=CC=C(C=C12)B(O)O (6-Indoleboronic Acid). Isolated yield 51.6%. Reaction SMILES: [H-].[Na+].Br[C:4]1[CH:12]=[C:11]2[C:7]([CH:8]=[CH:9][NH:10]2)=[CH:6][CH:5]=1.C([Li])(C)(C)C.C([O:22][B:23](OCCCC)[O:24]CCCC)CCC.Cl>O1CCCC1>[NH:10]1[C:11]2[C:7](=[CH:6][CH:5]=[C:4]([B:23]([OH:24])[OH:22])[CH:12]=2)[CH:8]=[CH:9]1 |f:0.1|. Procedure: To a suspension of sodium hydride (130 mg, 5.41 mmol) in anhydrous tetrahydrofuran (20 mL) was added 6-bromoindole (973 mg, 4.96 mmol) (prepared according to W. A. Ayer et al., Tetrahedron 84(14):2919-2924 (1992)) at 0° C. After 15 min. of stirring at 0° C., the reaction was cooled to −78° C., and tert-butyllithium (10.2 mmol, 1.7 M in hexane) (Aldrich) was added dropwise (a white precipitate immediately formed). After 10 min. tri-n-butylborate (2.75 mL, 10.2 mmol) (Aldrich) was added dropwise. ... Starting materials: C(C)(C)C=1N=C(SC1C(=O)O)C1=CC=C(C=C1)C(F)(F)F (4-Isopropyl-2-(4-trifluoromethyl-phenyl)-thiazole-5-carboxylic acid), COC(CCC1=C(C=C(C=C1)N)C)=O (3-(4-Amino-2-methyl-phenyl)-propionic acid methyl ester), CCN=C=NCCCN(C)C (EDCI). Reagents/catalysts: CN(C)C=1C=CN=CC1 (DMAP). The solvent is C(Cl)Cl (CH2Cl2). Conditions: time 2 hour. Product: COC(CCC1=C(C=C(C=C1)NC(=O)C1=C(N=C(S1)C1=CC=C(C=C1)C(F)(F)F)C(C)C)C)=O (3-(4-{[4-Isopropyl-2-(4-trifluoromethyl-phenyl)-thiazole-5-carbonyl]-amino}-2-methyl-phenyl)-propionic acid methyl ester). Isolated yield 69.9%. As a reaction SMILES: [CH:1]([C:4]1[N:5]=[C:6]([C:12]2[CH:17]=[CH:16][C:15]([C:18]([F:21])([F:20])[F:19])=[CH:14][CH:13]=2)[S:7][C:8]=1[C:9](O)=[O:10])([CH3:3])[CH3:2].[CH3:22][O:23][C:24](=[O:35])[CH2:25][CH2:26][C:27]1[CH:32]=[CH:31][C:30]([NH2:33])=[CH:29][C:28]=1[CH3:34].CCN=C=NCCCN(C)C>CN(C1C=CN=CC=1)C.C(Cl)Cl>[CH3:22][O:23][C:24](=[O:35])[CH2:25][CH2:26][C:27]1[CH:32]=[CH:31][C:30]([NH:33][C:9]([C:8]2[S:7][C:6]([C:12]3[CH:13]=[CH:14][C:15]([C:18]([F:21])([F:19])[F:20])=[CH:16][CH:17]=3)=[N:5][C:4]=2[CH:1]([CH3:3])[CH3:2])=[O:10])=[CH:29][C:28]=1[CH3:34]. Procedure details: To a mixture of 4-Isopropyl-2-(4-trifluoromethyl-phenyl)-thiazole-5-carboxylic acid (0.11 g, 0.35 mmol), 3-(4-Amino-2-methyl-phenyl)-propionic acid methyl ester (0.07 g, 0.35 mmol), and DMAP (0.01 g, 0.082 mmol) in CH2Cl2 (5 mL) is added EDCI (0.08 g, 0.42 mmol). After stirring for 2 h at RT, the mixture is concentrated. The residue is redissolved in EtOAc, and the organics are washed with 1N HCl (1×), 2N NaOH (2×), water, and brine, and dried with MgSO4. The crude material is purified by flash ... Starting materials: CCO, NC(CO)CO, CCOC(=O)Cn1nc(-c2ccccc2O)nc1-c1ccccc1O. Yields the product O=C(Cn1nc(-c2ccccc2O)nc1-c1ccccc1O)NC(CO)CO. Reaction SMILES: [CH3:32][CH2:33][OH:34].[NH2:26][CH:27]([CH2:28][OH:29])[CH2:30][OH:31].[OH:1][c:2]1[c:3](-[c:8]2[n:9][n:10]([CH2:20][C:21](=[O:22])[O:23][CH2:24][CH3:25])[c:11](-[c:13]3[c:14]([OH:19])[cH:15][cH:16][cH:17][cH:18]3)[n:12]2)[cH:4][cH:5][cH:6][cH:7]1>>[OH:1][c:2]1[c:3](-[c:8]2[n:9][n:10]([CH2:20][C:21](=[O:22])[NH:26][CH:27]([CH2:28][OH:29])[CH2:30][OH:31])[c:11](-[c:13]3[c:14]([OH:19])[cH:15][cH:16][cH:17][cH:18]3)[n:12]2)[cH:4][cH:5][cH:6][cH:7]1. Starting materials: CCOC(=O)C1COc2ccc(NC(C)=O)cc2O1, C=CCN, CCO. Product: C=CCNC(=O)C1COc2ccc(NC(C)=O)cc2O1. RXN SMILES: [C:1]([CH3:2])(=[O:3])[NH:4][c:5]1[cH:6][cH:7][c:8]2[c:9]([cH:19]1)[O:10][CH:11]([C:14]([O:16][CH2:15][CH3:17])=[O:18])[CH2:12][O:13]2.[CH2:20]([CH:21]=[CH2:22])[NH2:23].[CH3:24][CH2:25][OH:26]>>[C:1]([CH3:2])(=[O:3])[NH:4][c:5]1[cH:6][cH:7][c:8]2[c:9]([cH:19]1)[O:10][CH:11]([C:14](=[O:16])[NH:23][CH2:20][CH:21]=[CH2:22])[CH2:12][O:13]2.